This data is from the Open Reaction Database (ORD), a public repository of structured organic reaction records. The task is: describe an organic reaction: reactants, conditions, products, and yield The reactants are C(C(C)C)C1=CC=C(C=C1)C=1C(=CC=CC1)S(=O)(=O)OC1=CC=C(C=C1)[N+](=O)[O-] (4-nitrophenyl 4'-isobutyl-2-biphenylsulphonate), Cl (Hydrochloric acid), [H-].[Na+] (Sodium hydride), NC1=NC=C(N=C1OC)Br (2-amino-5-bromo-3-methoxypyrazine). Run in C(OC)COC (dimethoxyethane), O (water). Reaction conditions: time 10 minute. Yields the product BrC=1N=C(C(=NC1)NS(=O)(=O)C=1C(=CC=CC1)C1=CC=C(C=C1)CC(C)C)OC (N-(5-bromo-3-methoxy-2-pyrazinyl)-4'-isobutyl-2-biphenylsulphonamide). Yield: 24.2%. As a reaction SMILES: [H-].[Na+].[NH2:3][C:4]1[C:9]([O:10][CH3:11])=[N:8][C:7]([Br:12])=[CH:6][N:5]=1.[CH2:13]([C:17]1[CH:22]=[CH:21][C:20]([C:23]2[C:24]([S:29](OC3C=CC([N+]([O-])=O)=CC=3)(=[O:31])=[O:30])=[CH:25][CH:26]=[CH:27][CH:28]=2)=[CH:19][CH:18]=1)[CH:14]([CH3:16])[CH3:15].Cl>C(COC)OC.O>[Br:12][C:7]1[N:8]=[C:9]([O:10][CH3:11])[C:4]([NH:3][S:29]([C:24]2[C:23]([C:20]3[CH:19]=[CH:18][C:17]([CH2:13][CH:14]([CH3:16])[CH3:15])=[CH:22][CH:21]=3)=[CH:28][CH:27]=[CH:26][CH:25]=2)(=[O:31])=[O:30])=[N:5][CH:6]=1 |f:0.1|. Procedure details: Sodium hydride (60% dispersion in oil; 0.094 g) was added to a solution of 2-amino-5-bromo-3-methoxypyrazine (0.159 g) in dimethoxyethane (4 ml). The solution was stirred for 10 minutes and then 4-nitrophenyl 4'-isobutyl-2-biphenylsulphonate (0.321 g) was added. The solution was allowed to stand for 5 hours and then water (20 ml) was added. 2M Hydrochloric acid (2 ml) was added and the mixture was extracted with ethyl acetate (2×30 ml). The extracts were dried (MgSO4) and volatile material was r... The reactants are CCN=C=NCCCN(C)C, COC(=O)c1cccc(C(=O)O)c1, CN(C)C=O, CCN(C(C)C)C(C)C, Cl, Cl, COc1ccc(C(=O)CN)cc1, O, On1nnc2ccccc21. Product: COC(=O)c1cccc(C(=O)NCC(=O)c2ccc(OC)cc2)c1. Reaction SMILES: [CH3:14][CH2:15][N:16]=[C:17]=[N:18][CH2:19][CH2:20][CH2:21][N:22]([CH3:23])[CH3:24].[CH3:1][O:2][C:3]([c:4]1[cH:5][c:6]([C:7](=[O:8])[OH:9])[cH:10][cH:11][cH:12]1)=[O:13].[CH3:58][N:59]([CH3:60])[CH:61]=[O:62].[CH:49]([N:50]([CH:51]([CH3:52])[CH3:53])[CH2:54][CH3:55])([CH3:56])[CH3:57].[ClH:25].[ClH:36].[NH2:37][CH2:38][C:39](=[O:40])[c:41]1[cH:42][cH:43][c:44]([O:47][CH3:48])[cH:45][cH:46]1.[OH2:63].[OH:26][n:27]1[c:28]2[c:29]([cH:30][cH:31][cH:32][cH:33]2)[n:34][n:35]1>>[CH3:1][O:2][C:3]([c:4]1[cH:5][c:6]([C:7](=[O:9])[NH:37][CH2:38][C:39](=[O:40])[c:41]2[cH:42][cH:43][c:44]([O:47][CH3:48])[cH:45][cH:46]2)[cH:10][cH:11][cH:12]1)=[O:13]. Reactants: ClC=1C=CC(=C(C1)C1(CCCCN2CCC(CC2)=O)OCCO1)OC (1-[5-(5-chloro-2-methoxyphenyl)-5,5-ethylenedioxypentyl]-4-piperidone), [C-]#N.[K+] (potassium cyanide), [Cl-].[NH4+] (ammonium chloride), [OH-].[NH4+] (ammonium hydroxide). Run in CO (methanol), O (water). Reaction conditions: temperature 25 celsius. Product: NC1(CCN(CC1)CCCCC1(OCCO1)C1=C(C=CC(=C1)Cl)OC)C#N (4-amino-1-[5-(5-chloro-2-methoxyphenyl)-5,5-ethylenedioxypentyl]piperidine-4-carbonitrile). Yield: 72.8%. Reaction SMILES: [Cl:1][C:2]1[CH:3]=[CH:4][C:5]([O:24][CH3:25])=[C:6]([C:8]2([O:23][CH2:22][CH2:21][O:20]2)[CH2:9][CH2:10][CH2:11][CH2:12][N:13]2[CH2:18][CH2:17][C:16](=O)[CH2:15][CH2:14]2)[CH:7]=1.[C-:26]#[N:27].[K+].[Cl-].[NH4+:30].[OH-].[NH4+]>CO.O>[NH2:30][C:16]1([C:26]#[N:27])[CH2:17][CH2:18][N:13]([CH2:12][CH2:11][CH2:10][CH2:9][C:8]2([C:6]3[CH:7]=[C:2]([Cl:1])[CH:3]=[CH:4][C:5]=3[O:24][CH3:25])[O:20][CH2:21][CH2:22][O:23]2)[CH2:14][CH2:15]1 |f:1.2,3.4,5.6|. Procedure details: A mixture of 1-[5-(5-chloro-2-methoxyphenyl)-5,5-ethylenedioxypentyl]-4-piperidone (6.62 g, 18 mmol), potassium cyanide (1.4 g, 35.8 mmol), ammonium chloride (2.46 g, 37 mmol), ammonium hydroxide (14M, 4 mL, 56 mmol), water (25 mL) and methanol (120 mL) was heated 2 hours with stirring at approximately 25° C. and then 5 hours at 60° C. The mixture was concentrated and the residue was dissolved in ethyl acetate. The solution was washed with water (3×) and brine (1×), dried (MgSO4) and concentrate... Reactants: CCOC(C)=O, O=[N+]([O-])c1ccc2[nH]nc(-c3ccccc3)c2c1. Yields the product Oc1ccc2[nH]nc(-c3ccccc3)c2c1. Reaction SMILES: [CH3:19][CH2:20][O:21][C:22](=[O:23])[CH3:24].[N+:1]([O-:2])(=[O:3])[c:4]1[cH:5][c:6]2[c:7](-[c:13]3[cH:14][cH:15][cH:16][cH:17][cH:18]3)[n:8][nH:9][c:10]2[cH:11][cH:12]1>>[c:4]1([OH:21])[cH:5][c:6]2[c:7](-[c:13]3[cH:14][cH:15][cH:16][cH:17][cH:18]3)[n:8][nH:9][c:10]2[cH:11][cH:12]1. Reactants: BrC=1C=C(OC1)C=O (4-Bromo-2-furaldehyde), aldehyde, azido-acetic, ethyl ester, [O-]CC (ethoxide), [NH4+].[Cl-] (NH4Cl), C(C=C)(=O)[O-] (acrylate), solution, C(C=C)(=O)[O-] (acrylate). Run in O (water), CCOCC (ether), C(C)O (ethanol). Product: C(C)OC(=O)C1=CC2=C(N1)C(=CO2)Br (3-Bromo-4H-furo[3,2-b]pyrrole-5-carboxylic Acid Ethyl Ester). As a reaction SMILES: [Br:1][C:2]1[CH:3]=[C:4]([CH:7]=O)[O:5][CH:6]=1.[O-:9][CH2:10][CH3:11].[NH4+:12].[Cl-].[C:14]([O-:18])(=O)[CH:15]=C>O.CCOCC.C(O)C>[CH2:10]([O:9][C:14]([C:15]1[NH:12][C:3]2[C:2]([Br:1])=[CH:6][O:5][C:4]=2[CH:7]=1)=[O:18])[CH3:11] |f:2.3|. Procedure details: 4-Bromo-2-furaldehyde was annulated according to Procedure H (aldehyde and azido-acetic add ethyl ester added as ethanol solution (1 M of ester) to −20° C. ethoxide solution; −20° C. 35 min, −5° C. 1.5 h, 5° C. 15 min; reaction poured into cold saturated aqueous NH4Cl; after ether extraction, acrylate organic phase washed with water until aqueous phase was neutral; 0.5 M solution of crude acrylate heated). Reactants: C(C=C)[Si](C)(C)C (allyltrimethylsilane), [H-].[Al+3].[Li+].[H-].[H-].[H-] (lithium aluminum hydride), COC1=CC=C2C([C@](CSC2=C1)(C)C1=CC=C(C=C1)OC)=O ((3S)-7-methoxy-3-(4-methoxyphenyl)-3-methylthiochroman-4-one), [Cl-].[NH4+] (ammonium chloride). Reagents/catalysts: [I-].[Zn+2].[I-] (zinc iodide). Run in O (water), O1CCCC1 (tetrahydrofuran), ClCCCl (1,2-dichloroethane). Run at time 12 hour. Yields the product COC1=CC=C2[C@@H]([C@](CSC2=C1)(C)C1=CC=C(C=C1)OC)CC=C ((3R,4R)-7-methoxy-3-(4-methoxyphenyl)-3-methyl-4-(2-propenyl)thiochroman). Isolated yield 66.1%. As a reaction SMILES: [CH3:1][O:2][C:3]1[CH:12]=[C:11]2[C:6]([C:7](=O)[C@@:8]([C:14]3[CH:19]=[CH:18][C:17]([O:20][CH3:21])=[CH:16][CH:15]=3)([CH3:13])[CH2:9][S:10]2)=[CH:5][CH:4]=1.[H-].[Al+3].[Li+].[H-].[H-].[H-].[Cl-].[NH4+].[CH2:31]([Si](C)(C)C)[CH:32]=[CH2:33]>O1CCCC1.ClCCCl.[I-].[Zn+2].[I-].O>[CH3:1][O:2][C:3]1[CH:12]=[C:11]2[C:6]([C@H:7]([CH2:33][CH:32]=[CH2:31])[C@@:8]([C:14]3[CH:19]=[CH:18][C:17]([O:20][CH3:21])=[CH:16][CH:15]=3)([CH3:13])[CH2:9][S:10]2)=[CH:5][CH:4]=1 |f:1.2.3.4.5.6,7.8,12.13.14|. Procedure details: A solution of the (3S)-7-methoxy-3-(4-methoxyphenyl)-3-methylthiochroman-4-one prepared in Example 1 (15 g, 0.048 mol) in anhydrous tetrahydrofuran (250 ml) was cooled to −78° C. To this solution, lithium aluminum hydride (905 mg, 0.024 mol) was added dropwise and the resulting mixture was stirred for 12 hours at room temperature. After the reaction was completed, saturated aqueous ammonium chloride was added to the reaction mixture, which was then extracted three times with ethyl acetate. The c... Starting materials: C=CCON, O=C(O)C(=O)c1ccc(O)c(Cl)c1, Cl, O=C(O)C(=O)c1cccc(O)c1. Product: C=CCON=C(C(=O)O)c1cccc(O)c1. Reaction SMILES: [CH2:14]([CH:15]=[CH2:16])[O:17][NH2:18].[Cl:19][c:20]1[cH:21][c:22]([C:23](=[O:24])[C:25]([OH:26])=[O:27])[cH:28][cH:29][c:30]1[OH:31].[ClH:13].[OH:1][c:2]1[cH:3][c:4]([C:8]([C:9](=[O:10])[OH:11])=[O:12])[cH:5][cH:6][cH:7]1>>[OH:1][c:2]1[cH:3][c:4]([C:8]([C:9](=[O:10])[OH:11])=[N:18][O:17][CH2:14][CH:15]=[CH2:16])[cH:5][cH:6][cH:7]1.